From a dataset of the Open Reaction Database (ORD), a public repository of structured organic reaction records. describe an organic reaction: reactants, conditions, products, and yield Starting materials: CC(C)(C)OC(=O)N1CCC(n2cc(-c3cnc(N)c(B4OC(C)(C)C(C)(C)O4)c3)cn2)CC1, O=C([O-])[O-], C1COCCO1, O=S(=O)(Oc1cc2c(Cl)c(F)cc(F)c2cn1)C(F)(F)F, [Cs+], [Cs+], O, c1ccc(P(c2ccccc2)(c2ccccc2)[Pd](P(c2ccccc2)(c2ccccc2)c2ccccc2)(P(c2ccccc2)(c2ccccc2)c2ccccc2)P(c2ccccc2)(c2ccccc2)c2ccccc2)cc1. Product: CC(C)(C)OC(=O)N1CCC(n2cc(-c3cnc(N)c(-c4cc5c(Cl)c(F)cc(F)c5cn4)c3)cn2)CC1. Reaction SMILES: [C:1]([CH3:2])([CH3:3])([CH3:4])[O:5][C:6](=[O:7])[N:8]1[CH2:9][CH2:10][CH:11]([n:14]2[n:15][cH:16][c:17](-[c:19]3[cH:20][n:21][c:22]([NH2:34])[c:23]([B:25]4[O:26][C:27]([CH3:28])([CH3:29])[C:30]([CH3:31])([CH3:32])[O:33]4)[cH:24]3)[cH:18]2)[CH2:12][CH2:13]1.[C:56](=[O:57])([O-:58])[O-:59].[CH2:62]1[O:63][CH2:64][CH2:65][O:66][CH2:67]1.[Cl:35][c:36]1[c:37]2[cH:38][c:39]([O:48][S:49]([C:50]([F:51])([F:52])[F:53])(=[O:54])=[O:55])[n:40][cH:41][c:42]2[c:43]([F:47])[cH:44][c:45]1[F:46].[Cs+:60].[Cs+:61].[OH2:68].[cH:69]1[cH:70][cH:71][c:72]([P:73]([Pd:74]([P:75]([c:76]2[cH:77][cH:78][cH:79][cH:80][cH:81]2)([c:82]2[cH:83][cH:84][cH:85][cH:86][cH:87]2)[c:88]2[cH:89][cH:90][cH:91][cH:92][cH:93]2)([P:94]([c:95]2[cH:96][cH:97][cH:98][cH:99][cH:100]2)([c:101]2[cH:102][cH:103][cH:104][cH:105][cH:106]2)[c:107]2[cH:108][cH:109][cH:110][cH:111][cH:112]2)[P:113]([c:114]2[cH:115][cH:116][cH:117][cH:118][cH:119]2)([c:120]2[cH:121][cH:122][cH:123][cH:124][cH:125]2)[c:126]2[cH:127][cH:128][cH:129][cH:130][cH:131]2)([c:132]2[cH:133][cH:134][cH:135][cH:136][cH:137]2)[c:138]2[cH:139][cH:140][cH:141][cH:142][cH:143]2)[cH:144][cH:145]1>>[C:1]([CH3:2])([CH3:3])([CH3:4])[O:5][C:6](=[O:7])[N:8]1[CH2:9][CH2:10][CH:11]([n:14]2[n:15][cH:16][c:17](-[c:19]3[cH:20][n:21][c:22]([NH2:34])[c:23](-[c:39]4[cH:38][c:37]5[c:36]([Cl:35])[c:45]([F:46])[cH:44][c:43]([F:47])[c:42]5[cH:41][n:40]4)[cH:24]3)[cH:18]2)[CH2:12][CH2:13]1. The reactants are CCOC(C)=O, COC(=O)c1ccc(-c2ccc(Cl)c(-c3c(I)cc(C(F)(F)F)cc3CN3C(=O)OC(c4cc(C(F)(F)F)cc(C(F)(F)F)c4)C3C)c2)c(C)c1, [Li+], C1COCCO1, [OH-], O. Product: Cc1cc(C(=O)O)ccc1-c1ccc(Cl)c(-c2c(I)cc(C(F)(F)F)cc2CN2C(=O)OC(c3cc(C(F)(F)F)cc(C(F)(F)F)c3)C2C)c1. RXN SMILES: [CH3:55][CH2:56][O:57][C:58]([CH3:59])=[O:60].[F:1][C:2]([c:3]1[cH:4][c:5]([CH:13]2[CH:14]([CH3:49])[N:15]([CH2:19][c:20]3[c:21](-[c:31]4[cH:32][c:33](-[c:38]5[c:39]([CH3:48])[cH:40][c:41]([C:44](=[O:45])[O:46][CH3:47])[cH:42][cH:43]5)[cH:34][cH:35][c:36]4[Cl:37])[c:22]([I:30])[cH:23][c:24]([C:26]([F:27])([F:28])[F:29])[cH:25]3)[C:16](=[O:18])[O:17]2)[cH:6][c:7]([C:9]([F:10])([F:11])[F:12])[cH:8]1)([F:50])[F:51].[Li+:53].[O:61]1[CH2:62][CH2:63][O:64][CH2:65][CH2:66]1.[OH-:52].[OH2:54]>>[F:1][C:2]([c:3]1[cH:4][c:5]([CH:13]2[CH:14]([CH3:49])[N:15]([CH2:19][c:20]3[c:21](-[c:31]4[cH:32][c:33](-[c:38]5[c:39]([CH3:48])[cH:40][c:41]([C:44](=[O:45])[OH:46])[cH:42][cH:43]5)[cH:34][cH:35][c:36]4[Cl:37])[c:22]([I:30])[cH:23][c:24]([C:26]([F:27])([F:28])[F:29])[cH:25]3)[C:16](=[O:18])[O:17]2)[cH:6][c:7]([C:9]([F:10])([F:11])[F:12])[cH:8]1)([F:50])[F:51]. Reactants: O1C(=CC=C1)C(=O)Cl (furan-2-carbonyl chloride), ClC1=CC=C(C=C1)NN (1-(4-chlorophenyl)hydrazine), hydrochloride salt, CCOCC (Et2O), solution, [Li+].[OH-] (LiOH). Run in O (water), C1CCOC1 (THF). Reaction conditions: temperature -5 celsius, time 15 minute. The product is ClC1=CC=C(C=C1)N1C(OC(=N1)C=1OC=CC1)=O (3-(4-chloro-phenyl)-5-furan-2-yl-3H-[1,3,4]oxadiazol-2-one). The yield is 76.3%. Reaction SMILES: [Cl:1][C:2]1[CH:7]=[CH:6][C:5]([NH:8][NH2:9])=[CH:4][CH:3]=1.[Li+].[OH-].[O:12]1[CH:16]=[CH:15][CH:14]=[C:13]1[C:17](Cl)=[O:18].C[CH2:21][O:22]CC>C1COCC1.O>[Cl:1][C:2]1[CH:7]=[CH:6][C:5]([N:8]2[N:9]=[C:17]([C:13]3[O:12][CH:16]=[CH:15][CH:14]=3)[O:18][C:21]2=[O:22])=[CH:4][CH:3]=1 |f:1.2|. Procedure: To a suspension of 1-(4-chlorophenyl)hydrazine as the hydrochloride salt (89.5 mg, 0.5 mmol) in Et2O (4 mL) was added a 2 N solution of LiOH (1 mL), and the resulting mixture was stirred for 15 minutes. After the system became homogeneous, the organic layer was separated and dried over Na2SO4. The resulting ethereal solution of carbohydrazide as a free base was cooled to −5° C., and then a solution of furan-2-carbonyl chloride (65 mg, 0.5 mmol) in 5 mL of THF was added dropwise to the resulting ... The reactants are COC(=O)c1cccc(NC(=O)NC2C3CC4CC(C3)CC2C4)c1C, CO, [Na+], [OH-]. Product: Cc1c(NC(=O)NC2C3CC4CC(C3)CC2C4)cccc1C(=O)O. As a reaction SMILES: [CH3:1][O:2][C:3]([c:4]1[c:5]([CH3:24])[c:6]([NH:10][C:11](=[O:12])[NH:13][CH:14]2[CH:15]3[CH2:16][CH:17]4[CH2:18][CH:19]([CH2:20][CH:21]2[CH2:22]4)[CH2:23]3)[cH:7][cH:8][cH:9]1)=[O:25].[CH3:28][OH:29].[Na+:27].[OH-:26]>>[O:2]=[C:3]([c:4]1[c:5]([CH3:24])[c:6]([NH:10][C:11](=[O:12])[NH:13][CH:14]2[CH:15]3[CH2:16][CH:17]4[CH2:18][CH:19]([CH2:20][CH:21]2[CH2:22]4)[CH2:23]3)[cH:7][cH:8][cH:9]1)[OH:25].